From a dataset of the Open Reaction Database (ORD), a public repository of structured organic reaction records. describe an organic reaction: reactants, conditions, products, and yield Reactants: CCc1sc(C(=O)C=Cc2cc(C)c(CCC(=O)O)c(C)c2)c2c1CC(C)(C)CC2, CCO, CCN(C(C)C)C(C)C. Yields the product CCc1sc(C(=O)CCc2cc(C)c(CCC(=O)O)c(C)c2)c2c1CC(C)(C)CC2. RXN SMILES: [CH2:1]([CH3:2])[c:3]1[c:4]2[c:5]([c:6]([C:8]([CH:9]=[CH:10][c:11]3[cH:12][c:13]([CH3:23])[c:14]([CH2:18][CH2:19][C:20](=[O:21])[OH:22])[c:15]([CH3:17])[cH:16]3)=[O:24])[s:7]1)[CH2:25][CH2:26][C:27]([CH3:29])([CH3:30])[CH2:28]2.[CH3:40][CH2:41][OH:42].[CH:31]([N:32]([CH2:33][CH3:34])[CH:35]([CH3:36])[CH3:37])([CH3:38])[CH3:39]>>[CH2:1]([CH3:2])[c:3]1[c:4]2[c:5]([c:6]([C:8]([CH2:9][CH2:10][c:11]3[cH:12][c:13]([CH3:23])[c:14]([CH2:18][CH2:19][C:20](=[O:21])[OH:22])[c:15]([CH3:17])[cH:16]3)=[O:24])[s:7]1)[CH2:25][CH2:26][C:27]([CH3:29])([CH3:30])[CH2:28]2. Starting materials: C#C[Si](C)(C)C, Brc1cnc2c(OCc3ccccc3)cccn12, CC#N, CC(C)NC(C)C, N#N, Cl[Pd]Cl, c1ccc(P(c2ccccc2)c2ccccc2)cc1, c1ccc(P(c2ccccc2)c2ccccc2)cc1. Product: C[Si](C)(C)C#Cc1cnc2c(OCc3ccccc3)cccn12. RXN SMILES: [C:19](#[CH:20])[Si:21]([CH3:22])([CH3:23])[CH3:24].[CH2:1]([c:2]1[cH:3][cH:4][cH:5][cH:6][cH:7]1)[O:8][c:9]1[c:10]2[n:11]([cH:12][cH:13][cH:14]1)[c:15]([Br:18])[cH:16][n:17]2.[CH3:34][C:35]#[N:36].[CH:25]([NH:26][CH:27]([CH3:28])[CH3:29])([CH3:30])[CH3:31].[N:32]#[N:33].[Pd:37]([Cl:38])[Cl:39].[c:40]1([P:41]([c:42]2[cH:43][cH:44][cH:45][cH:46][cH:47]2)[c:48]2[cH:49][cH:50][cH:51][cH:52][cH:53]2)[cH:54][cH:55][cH:56][cH:57][cH:58]1.[c:59]1([P:60]([c:61]2[cH:62][cH:63][cH:64][cH:65][cH:66]2)[c:67]2[cH:68][cH:69][cH:70][cH:71][cH:72]2)[cH:73][cH:74][cH:75][cH:76][cH:77]1>>[CH2:1]([c:2]1[cH:3][cH:4][cH:5][cH:6][cH:7]1)[O:8][c:9]1[c:10]2[n:11]([cH:12][cH:13][cH:14]1)[c:15]([C:20]#[C:19][Si:21]([CH3:22])([CH3:23])[CH3:24])[cH:16][n:17]2. The reactants are O=C([O-])[O-], CS(C)=O, Clc1cnc(Cl)nc1, [K+], [K+], O=C(NC(=O)c1ccccc1[N+](=O)[O-])Nc1ccc(Oc2ncc(Cl)cn2)c(Cl)c1, Nc1ccc(O)c(Cl)c1, O. Product: Nc1ccc(Oc2ncc(Cl)cn2)c(Cl)c1. As a reaction SMILES: [C:48](=[O:49])([O-:50])[O-:51].[CH3:55][S:56]([CH3:57])=[O:58].[Cl:31][c:32]1[n:33][cH:34][c:35]([Cl:36])[cH:37][n:38]1.[K+:52].[K+:53].[N+:1]([c:2]1[cH:3][cH:4][cH:5][cH:6][c:7]1[C:8]([NH:9][C:10]([NH:11][c:12]1[cH:13][c:14]([Cl:26])[c:15]([O:18][c:19]2[n:20][cH:21][c:22]([Cl:25])[cH:23][n:24]2)[cH:16][cH:17]1)=[O:27])=[O:28])([O-:29])=[O:30].[NH2:39][c:40]1[cH:41][cH:42][c:43]([OH:44])[c:45]([Cl:46])[cH:47]1.[OH2:54]>>[NH2:11][c:12]1[cH:13][c:14]([Cl:26])[c:15]([O:18][c:19]2[n:20][cH:21][c:22]([Cl:25])[cH:23][n:24]2)[cH:16][cH:17]1. The reactants are C(C1=CN=CC=C1)(=O)OC (methyl nicotinate), FC1=CC=C(C=C1)[Mg]Br (4-fluorophenyl magnesium bromide), [Cl-].[NH4+].N (ammonium chloride ammonia), ClC(=O)OCC (Ethyl chloroformate), cuprous chloride. Run in O1CCCC1 (tetrahydrofuran), C(C)(=O)OCC (ethyl acetate), O1CCCC1 (tetrahydrofuran). Run at time 20 minute. Yields the product C(C)OC(=O)N1C=C(C(C=C1)C1=CC=C(C=C1)F)C(=O)OC (1,4-dihydro-1-ethoxycarbonyl-4-(4'-fluorophenyl)-3-methoxycarbonylpyridine). The yield is 93.0%. Reaction SMILES: Cl[C:2]([O:4][CH2:5][CH3:6])=[O:3].[C:7]([O:15][CH3:16])(=[O:14])[C:8]1[CH:13]=[CH:12][CH:11]=[N:10][CH:9]=1.[F:17][C:18]1[CH:23]=[CH:22][C:21]([Mg]Br)=[CH:20][CH:19]=1.[Cl-].[NH4+].N>O1CCCC1.C(OCC)(=O)C>[CH2:5]([O:4][C:2]([N:10]1[CH:11]=[CH:12][CH:13]([C:21]2[CH:22]=[CH:23][C:18]([F:17])=[CH:19][CH:20]=2)[C:8]([C:7]([O:15][CH3:16])=[O:14])=[CH:9]1)=[O:3])[CH3:6] |f:3.4.5|. Procedure details: Ethyl chloroformate (3.5 ml) was added to a stirred suspension of cuprous chloride (0.33 g) in dry tetrahydrofuran (100 ml) under nitrogen. After cooling to 0°, a solution of methyl nicotinate (5.0 g) in tetrahydrofuran (10 ml) was added slowly followed by the addition of 4-fluorophenyl magnesium bromide solution [from 4-bromo-fluorobenzene (4.4 ml) and magnesium (0.93 g) in tetrahydrofuran (25 ml)]. After stirring for 20 minutes, the mixture was diluted with ethyl acetate and decomposed by the ... Starting materials: CC(C)(C)N1C(=O)C(Cl)=C(c2ccccc2)S1(=O)=O, NCCc1ccc(S(N)(=O)=O)cc1, CN(C)C=O. Product: CC(C)(C)N1C(=O)C(NCCc2ccc(S(N)(=O)=O)cc2)=C(c2ccccc2)S1(=O)=O. RXN SMILES: [C:1]([CH3:2])([CH3:3])([CH3:4])[N:5]1[S:6](=[O:18])(=[O:19])[C:7]([c:12]2[cH:13][cH:14][cH:15][cH:16][cH:17]2)=[C:8]([Cl:11])[C:9]1=[O:10].[NH2:20][CH2:21][CH2:22][c:23]1[cH:24][cH:25][c:26]([S:29](=[O:30])(=[O:31])[NH2:32])[cH:27][cH:28]1.[O:33]=[CH:34][N:35]([CH3:36])[CH3:37]>>[C:1]([CH3:2])([CH3:3])([CH3:4])[N:5]1[S:6](=[O:18])(=[O:19])[C:7]([c:12]2[cH:13][cH:14][cH:15][cH:16][cH:17]2)=[C:8]([NH:20][CH2:21][CH2:22][c:23]2[cH:24][cH:25][c:26]([S:29](=[O:30])(=[O:31])[NH2:32])[cH:27][cH:28]2)[C:9]1=[O:10]. Reactants: CC1S[C@H]2N(C(=C1)C(=O)OCC(Cl)(Cl)Cl)C(C2NC(CC=2SC=CC2)=O)=O (2,2,2-trichloroethyl 2-methyl-7-[2-(2-thienyl)acetamido]-3-cephem-4-carboxylate), C(C)(=O)O (Acetic acid). The reagents and catalysts are [Zn] (zinc), [Zn] (zinc). The solvent is CN(C=O)C (dimethyl-formamide). The product is CC1S[C@H]2N(C(=C1)C(=O)O)C(C2NC(CC=2SC=CC2)=O)=O (2-methyl-7-[2-(2-thienyl)acetamido]-3-cephem-4-carboxylic acid). Yield: 92.6%. As a reaction SMILES: C(O)(=O)C.[CH3:5][CH:6]1[CH:11]=[C:10]([C:12]([O:14]CC(Cl)(Cl)Cl)=[O:13])[N:9]2[C:20](=[O:31])[CH:21]([NH:22][C:23](=[O:30])[CH2:24][C:25]3[S:26][CH:27]=[CH:28][CH:29]=3)[C@H:8]2[S:7]1>CN(C)C=O.[Zn]>[CH3:5][CH:6]1[CH:11]=[C:10]([C:12]([OH:14])=[O:13])[N:9]2[C:20](=[O:31])[CH:21]([NH:22][C:23](=[O:30])[CH2:24][C:25]3[S:26][CH:27]=[CH:28][CH:29]=3)[C@H:8]2[S:7]1. Procedure details: Acetic acid (3 ml) and zinc powder (2.4 g) were added under stirring and ice-cooling to a solution of 2,2,2-trichloroethyl 2-methyl-7-[2-(2-thienyl)acetamido]-3-cephem-4-carboxylate (1.8 g) in anhydrous dimethyl-formamide (10 ml), and the mixture was stirred for 1 hour at the same temperature. After the reaction, zinc powder was filtered off, and the filtrate was extracted by pouring into a mixture of 5% hydrochloric acid (50 ml) and ethyl acetate (40 ml). The ethyl acetate layer was washed with...